From a dataset of the Open Reaction Database (ORD), a public repository of structured organic reaction records. describe an organic reaction: reactants, conditions, products, and yield The reactants are ClC1=C2C(=NC=C1)NC=C2 (4-Chloro-1H-pyrrolo[2,3-b]pyridine), FC1=C(N)C=CC(=C1)O (2-fluoro-4-hydroxyaniline), [OH-].[K+] (potassium hydroxide). The solvent is O (water). Yields the product FC1=C(N)C=CC(=C1)OC1=C2C(=NC=C1)NC=C2 (2-Fluoro-4-(1H-pyrrolo[2,3-b]pyridin-4-yloxy)aniline). Reaction SMILES: Cl[C:2]1[CH:7]=[CH:6][N:5]=[C:4]2[NH:8][CH:9]=[CH:10][C:3]=12.[F:11][C:12]1[CH:18]=[C:17]([OH:19])[CH:16]=[CH:15][C:13]=1[NH2:14].[OH-].[K+]>O>[F:11][C:12]1[CH:18]=[C:17]([O:19][C:2]2[CH:7]=[CH:6][N:5]=[C:4]3[NH:8][CH:9]=[CH:10][C:3]=23)[CH:16]=[CH:15][C:13]=1[NH2:14] |f:2.3|. Procedure details: 100 mg (660 μmol) of 4-chloro-1H-pyrrolo[2,3-b]pyridine (from example XVIII), 166 mg (1.31 mmol) of 2-fluoro-4-hydroxyaniline and 73.5 mg (1.31 mmol) of powdered potassium hydroxide are heated at 260° C. for 8 hours. For work-up, the mixture is cooled to room temperature, diluted with water and extracted three times with ethyl acetate. The organic phase is dried over magnesium sulfate and concentrated using a rotary evaporator. The residue is purified by preparative HPLC. Starting materials: BrC=1C=CC=C2C(C(N(CC12)C(=O)OC(C)(C)C)C(=O)OC)=O (2-tert-Butyl 3-methyl 8-bromo-4-oxo-3,4-dihydroisoquinoline-2,3(1H)-dicarboxylate), Cl (HCl), Cl (HCl), O (H2O). Solvent: O1CCOCC1 (Dioxane). Product: Cl.BrC=1C=CC=C2C(CNCC12)=O (8-Bromo-2,3-dihydroisoquinolin-4(1H)-one hydrochloride). As a reaction SMILES: [Br:1][C:2]1[CH:3]=[CH:4][CH:5]=[C:6]2[C:11]=1[CH2:10][N:9](C(OC(C)(C)C)=O)[CH:8](C(OC)=O)[C:7]2=[O:23].[ClH:24].O>O1CCOCC1>[ClH:24].[Br:1][C:2]1[CH:3]=[CH:4][CH:5]=[C:6]2[C:11]=1[CH2:10][NH:9][CH2:8][C:7]2=[O:23] |f:4.5|. Reported procedure: To a flask containing 2-tert-butyl 3-methyl 8-bromo-4-oxo-3,4-dihydroisoquinoline-2,3(1H)-dicarboxylate (24-1) (3.44 g, 8.95 mmol) (mixed with impurities) was added was added Dioxane (20 ml), then 5N HCl in H2O (20 ml, 100 mmol). The reaction mixture was then heated to 90 C in the hood overnight. Followed by LC/MS. The next morning another 20 mL of 5N HCl was added and the reaction mixture was heated to 110 C for 3 hours, then was concentrated. The resulting residue was triturated with DCM (hot,... Reactants: C1CCOC1, COc1ccc(COc2ccc(C)nc2CO)cc1, [H-], CI, [Na+]. The product is COCc1nc(C)ccc1OCc1ccc(OC)cc1. Reaction SMILES: [CH2:24]1[O:25][CH2:26][CH2:27][CH2:28]1.[CH3:1][O:2][c:3]1[cH:4][cH:5][c:6]([CH2:7][O:8][c:9]2[c:10]([CH2:16][OH:17])[n:11][c:12]([CH3:15])[cH:13][cH:14]2)[cH:18][cH:19]1.[H-:21].[I:22][CH3:23].[Na+:20]>>[CH3:1][O:2][c:3]1[cH:4][cH:5][c:6]([CH2:7][O:8][c:9]2[c:10]([CH2:16][O:17][CH3:23])[n:11][c:12]([CH3:15])[cH:13][cH:14]2)[cH:18][cH:19]1. RXN SMILES: [F:1][C:2]1[CH:3]=[CH:4][C:5]([O:11][CH2:12][CH:13]2[O:18][CH2:17][CH2:16][N:15](C(C3C=CC=CC=3)(C3C=CC=CC=3)C3C=CC=CC=3)[CH2:14]2)=[C:6]2[C:10]=1[CH2:9][CH2:8][CH2:7]2.Cl.C(=O)([O-])O.[Na+]>>[F:1][C:2]1[CH:3]=[CH:4][C:5]([O:11][CH2:12][CH:13]2[O:18][CH2:17][CH2:16][NH:15][CH2:14]2)=[C:6]2[C:10]=1[CH2:9][CH2:8][CH2:7]2 |f:2.3|. Isolated yield 85.8%. Conditions: time 30 minute. Reactants: FC=1C=CC(=C2CCCC12)OCC1CN(CCO1)C(C1=CC=CC=C1)(C1=CC=CC=C1)C1=CC=CC=C1 (2-[[(7-fluoro-4-indanyl)oxy]methyl]-4-tritylmorpholine), Cl (hydrochloric acid), C(O)([O-])=O.[Na+] (sodium hydrogencarbonate). Procedure details: To 20 ml of a methanalic solution of 0.54 g of 2-[[(7-fluoro-4-indanyl)oxy]methyl]-4-tritylmorpholine was added a methanolic solution (5 ml) of concentrated hydrochloric acid (1.30 g, 12.8 mmol) at room temperature, followed by stirring for 30 minutes. After completion of the reaction, the reaction mixture was neutralized with a saturated aqueous solution of sodium hydrogencarbonate. The solvent was evaporated, and a saturated aqueous sodium chloride solution was added to the resulting residue, ... Solvent: methanalic solution. Yields the product FC=1C=CC(=C2CCCC12)OCC1CNCCO1 (2-[[(7-fluoro-4-indanyl)oxy]methyl]morpholine). Reactants: CC(=O)O[BH-](OC(C)=O)OC(C)=O, ClCCl, O=C1CCN(Cc2ccccc2)CC1, Cl, [Na+], [Na+], [OH-], OCCCNCCO. Product: OCCCN(CCO)C1CCN(Cc2ccccc2)CC1. As a reaction SMILES: [C:23]([O:24][BH-:25]([O:26][C:27](=[O:28])[CH3:29])[O:30][C:31](=[O:32])[CH3:33])(=[O:34])[CH3:35].[CH2:40]([Cl:41])[Cl:42].[CH2:9]([c:10]1[cH:11][cH:12][cH:13][cH:14][cH:15]1)[N:16]1[CH2:17][CH2:18][C:19](=[O:22])[CH2:20][CH2:21]1.[ClH:37].[Na+:36].[Na+:39].[OH-:38].[OH:1][CH2:2][CH2:3][NH:4][CH2:5][CH2:6][CH2:7][OH:8]>>[OH:1][CH2:2][CH2:3][N:4]([CH2:5][CH2:6][CH2:7][OH:8])[CH:19]1[CH2:18][CH2:17][N:16]([CH2:9][c:10]2[cH:11][cH:12][cH:13][cH:14][cH:15]2)[CH2:21][CH2:20]1. Starting materials: OCC(CCCC1OCC2(CCC1O2)CC(=O)OC)C (methyl (1RS,4SR,5RS)-4-(5-hydroxy-4-methyl-pentyl)-3,8-dioxabicyclo [3.2.1] octane-1-acetate), C(Cl)Cl (methylene chloride), C(Cl)Cl (methylene chloride). Conditions: time 4 hour. The product is CC1(OCC2(CCC1O2)CC(=O)OC)CCCC(C=O)C (methyl (1RS,4SR,5RS)-4-methyl-4-(4-methyl-5-oxopentyl)-3,8-dioxabicyclo [3.2.1] octane-1-acetate). RXN SMILES: [OH:1][CH2:2][CH:3]([CH3:20])[CH2:4][CH2:5][CH2:6][CH:7]1[CH:13]2[O:14][C:10]([CH2:15][C:16]([O:18][CH3:19])=[O:17])([CH2:11][CH2:12]2)[CH2:9][O:8]1.[CH2:21](Cl)Cl>>[CH3:21][C:7]1([CH2:6][CH2:5][CH2:4][CH:3]([CH3:20])[CH:2]=[O:1])[CH:13]2[O:14][C:10]([CH2:15][C:16]([O:18][CH3:19])=[O:17])([CH2:11][CH2:12]2)[CH2:9][O:8]1. Reported procedure: A mixture of methyl (1RS,4SR,5RS)-4-(5-hydroxy-4-methyl-pentyl)-3,8-dioxabicyclo [3.2.1] octane-1-acetate (420 mg, 1.4 mM) and methylene chloride (5 ml) is added to a mixture of chromium trioxide-pyridine complex (10 mM), methylene chloride (20 ml) and Celite (2 g) at 0° C. and stirred for four hours under nitrogen. The resulting mixture is filtered and washed with ether (100 ml). The filtrate is treated with ether (200 ml) and washed with saturated sodium bicarbonate solution (3×100 ml), satura...